Dataset: the Open Reaction Database (ORD), a public repository of structured organic reaction records. Task: describe an organic reaction: reactants, conditions, products, and yield The reactants are [H-].[Na+] (sodium hydride), oil, ClC1=NC=C(C=C1)C(F)(F)F (2-chloro-5-trifluoromethylpyridine), CC(=O)C1=CC(=CC=C1)OC (3-Methoxyacetophenone), [OH-].[Na+] (sodium hydroxide), Cl.NO (hydroxylamine hydrochloride). Run in COCCOC (DME), O (water), CO (methanol), COCCOC (DME). Conditions: time 1 hour. Product: COC=1C=C(C=CC1)C(CC1=NC=C(C=C1)C(F)(F)F)=NO (1-(3-Methoxyphenyl)-2-(5-trifluoromethyl-2-pyridinyl)ethanone oxime). Isolated yield 44.4%. As a reaction SMILES: [H-].[Na+].Cl[C:4]1[CH:9]=[CH:8][C:7]([C:10]([F:13])([F:12])[F:11])=[CH:6][N:5]=1.[CH3:14][C:15]([C:17]1[CH:22]=[CH:21][CH:20]=[C:19]([O:23][CH3:24])[CH:18]=1)=O.[OH-:25].[Na+].Cl.[NH2:28]O>COCCOC.O.CO>[CH3:24][O:23][C:19]1[CH:18]=[C:17]([C:15](=[N:28][OH:25])[CH2:14][C:4]2[CH:9]=[CH:8][C:7]([C:10]([F:13])([F:12])[F:11])=[CH:6][N:5]=2)[CH:22]=[CH:21][CH:20]=1 |f:0.1,4.5,6.7|. Procedure details: A reaction vessel was charged with sodium hydride (as a 60% oil dispersion, 7.2 g, 180 mmol), DME (60 ml) and 2-chloro-5-trifluoromethylpyridine (10 g, 55.1 mmol). 3-Methoxyacetophenone (8.55 g, 56.9 mmol) in DME (20 ml) was added in portions to the mixture under nitrogen at room temperature. The mixture was stirred at ambient temperature for one hour then at 40-45° C. overnight. Upon the completion of the reaction, the mixture was cooled to 5° C. and 10% aqueous sodium hydroxide solution (30 ml... The reactants are OC1=NC=2CCCCC2C=C1C(=O)OCC (Ethyl 2-hydroxy-5,6,7,8-tetrahydroquinoline-3-carboxylate), P(=O)(Cl)(Cl)Cl (phosphorus oxychloride). The product is ClC1=NC=2CCCCC2C=C1C(=O)OCC (ethyl 2-chloro-5,6,7,8-tetrahydroquinoline-3-carboxylate). As a reaction SMILES: O[C:2]1[C:11]([C:12]([O:14][CH2:15][CH3:16])=[O:13])=[CH:10][C:9]2[CH2:8][CH2:7][CH2:6][CH2:5][C:4]=2[N:3]=1.P(Cl)(Cl)([Cl:19])=O>>[Cl:19][C:2]1[C:11]([C:12]([O:14][CH2:15][CH3:16])=[O:13])=[CH:10][C:9]2[CH2:8][CH2:7][CH2:6][CH2:5][C:4]=2[N:3]=1. Procedure: Ethyl 2-hydroxy-5,6,7,8-tetrahydroquinoline-3-carboxylate (3.40 g) was dissolved in phosphorus oxychloride (30 ml), and the mixture was stirred with heating to reflux for 10 hr. The reaction mixture was concentrated under reduced pressure, saturated aqueous sodium hydrogen carbonate solution was added to the residue, and the mixture was extracted with ethyl acetate. The extract was washed with saturated brine, and dried over anhydrous magnesium sulfate. The solvent was evaporated under reduced p...